Dataset: the Open Reaction Database (ORD), a public repository of structured organic reaction records. Task: describe an organic reaction: reactants, conditions, products, and yield Starting materials: O=C([O-])[O-], CCCC(=O)O, CCOC(C)=O, O=C1CCc2ccc(OCCCCN3CCN(c4cccc(Cl)c4Cl)CC3)cc2N1C(=O)OCCl, [Cs+], [Cs+], CN(C)C=O. The product is CCCC(=O)OCOC(=O)N1C(=O)CCc2ccc(OCCCCN3CCN(c4cccc(Cl)c4Cl)CC3)cc21. RXN SMILES: [C:42](=[O:43])([O-:44])[O-:45].[CH3:36][CH2:37][CH2:38][C:39]([OH:40])=[O:41].[CH3:53][CH2:54][O:55][C:56](=[O:57])[CH3:58].[Cl:1][c:2]1[c:3]([N:9]2[CH2:10][CH2:11][N:12]([CH2:15][CH2:16][CH2:17][CH2:18][O:19][c:20]3[cH:21][cH:22][c:23]4[c:28]([cH:29]3)[N:27]([C:30](=[O:31])[O:32][CH2:33][Cl:34])[C:26](=[O:35])[CH2:25][CH2:24]4)[CH2:13][CH2:14]2)[cH:4][cH:5][cH:6][c:7]1[Cl:8].[Cs+:46].[Cs+:47].[O:48]=[CH:49][N:50]([CH3:51])[CH3:52]>>[Cl:1][c:2]1[c:3]([N:9]2[CH2:10][CH2:11][N:12]([CH2:15][CH2:16][CH2:17][CH2:18][O:19][c:20]3[cH:21][cH:22][c:23]4[c:28]([cH:29]3)[N:27]([C:30](=[O:31])[O:32][CH2:33][O:41][C:39]([CH2:38][CH2:37][CH3:36])=[O:40])[C:26](=[O:35])[CH2:25][CH2:24]4)[CH2:13][CH2:14]2)[cH:4][cH:5][cH:6][c:7]1[Cl:8].